Dataset: the Open Reaction Database (ORD), a public repository of structured organic reaction records. Task: describe an organic reaction: reactants, conditions, products, and yield Starting materials: [Si](C1=CC=CC=C1)(C1=CC=CC=C1)(C(C)(C)C)OC[C@@H]1CCC(O)S1 (5-O-(tert-butyldiphenylsilyl)-2,3-dideoxy-4-thioribofuranose), C(C)(=S)O (thioacetic acid), C=1(C(=CC=CC1)S(=O)(=O)O)C (toluenesulfonic acid). Run in C(Cl)Cl (methylene chloride). The product is C(C)(=O)S1[C@@H](CCC1O)CO[Si](C1=CC=CC=C1)(C1=CC=CC=C1)C(C)(C)C (1-S-Acetyl-5-O-(tert-butyldiphenylsilyl)-2,3-dideoxy-4-thioribofuranose). The yield is 67.1%. As a reaction SMILES: [Si:1]([O:18][CH2:19][C@H:20]1[S:25][CH:23]([OH:24])[CH2:22][CH2:21]1)([C:14]([CH3:17])([CH3:16])[CH3:15])([C:8]1[CH:13]=[CH:12][CH:11]=[CH:10][CH:9]=1)[C:2]1[CH:7]=[CH:6][CH:5]=[CH:4][CH:3]=1.[C:26]([OH:29])(=S)[CH3:27].C1(C)C(S(O)(=O)=O)=CC=CC=1>C(Cl)Cl>[C:26]([SH:25]1[CH:23]([OH:24])[CH2:22][CH2:21][C@H:20]1[CH2:19][O:18][Si:1]([C:14]([CH3:17])([CH3:15])[CH3:16])([C:8]1[CH:13]=[CH:12][CH:11]=[CH:10][CH:9]=1)[C:2]1[CH:7]=[CH:6][CH:5]=[CH:4][CH:3]=1)(=[O:29])[CH3:27]. Procedure details: Two grams of 5-O-(tert-butyldiphenylsilyl)-2,3-dideoxy-4-thioribofuranose (prepared according to J. A. Secrist et al., J. Med. Chem., 1992,35,533) is stirred with 0.456 g of thioacetic acid in 25 ml of methylene chloride and 0.0.025 g of toluenesulfonic acid for 68 hours. On workup the reactiion is adsorbed onto magnesium silicate and then flash chromatographed on silica gel to give 1.5 g of the desired product. Reactants: BrC1=CC=C(C=C1)C(=C1CC(CC(C1)(C)C)(C)C)C1=CC=CC=C1 (1-Bromo-4-[phenyl(3,3,5,5 tetramethylcyclohexylidene)methyl]benzene), CN1N=CC(=C1)B1OC(C(O1)(C)C)(C)C (1-methyl-4-(4,4,5,5-tetramethyl-1,3,2-dioxaborolan-2-yl)-1H-pyrazole), C(=O)([O-])[O-].[Na+].[Na+] (Na2CO3). The reagents and catalysts are C=1C=CC(=CC1)[P](C=2C=CC=CC2)(C=3C=CC=CC3)[Pd]([P](C=4C=CC=CC4)(C=5C=CC=CC5)C=6C=CC=CC6)([P](C=7C=CC=CC7)(C=8C=CC=CC8)C=9C=CC=CC9)[P](C=1C=CC=CC1)(C=1C=CC=CC1)C=1C=CC=CC1 (Pd(Ph3P)4). Run in C1CCOC1 (THF). Yields the product CN1N=CC(=C1)C1=CC=C(C=C1)C(=C1CC(CC(C1)(C)C)(C)C)C1=CC=CC=C1 (1-Methyl-4-{4-[phenyl(3,3,5,5-tetramethylcyclohexylidene)methyl]phenyl}-1H-pyrazole). Isolated yield 88.4%. Reaction SMILES: Br[C:2]1[CH:7]=[CH:6][C:5]([C:8]([C:19]2[CH:24]=[CH:23][CH:22]=[CH:21][CH:20]=2)=[C:9]2[CH2:14][C:13]([CH3:16])([CH3:15])[CH2:12][C:11]([CH3:18])([CH3:17])[CH2:10]2)=[CH:4][CH:3]=1.[CH3:25][N:26]1[CH:30]=[C:29](B2OC(C)(C)C(C)(C)O2)[CH:28]=[N:27]1.C([O-])([O-])=O.[Na+].[Na+]>C1C=CC([P]([Pd]([P](C2C=CC=CC=2)(C2C=CC=CC=2)C2C=CC=CC=2)([P](C2C=CC=CC=2)(C2C=CC=CC=2)C2C=CC=CC=2)[P](C2C=CC=CC=2)(C2C=CC=CC=2)C2C=CC=CC=2)(C2C=CC=CC=2)C2C=CC=CC=2)=CC=1.C1COCC1>[CH3:25][N:26]1[CH:30]=[C:29]([C:2]2[CH:3]=[CH:4][C:5]([C:8]([C:19]3[CH:20]=[CH:21][CH:22]=[CH:23][CH:24]=3)=[C:9]3[CH2:14][C:13]([CH3:16])([CH3:15])[CH2:12][C:11]([CH3:17])([CH3:18])[CH2:10]3)=[CH:6][CH:7]=2)[CH:28]=[N:27]1 |f:2.3.4,^1:49,51,70,89|. Procedure: The procedure described for 22 (Example 11) was employed using 16 (192 mg, 0.5 mmol), Pd(Ph3P)4 (58 mg, 0.05 mmol), 1-methyl-4-(4,4,5,5-tetramethyl-1,3,2-dioxaborolan-2-yl)-1H-pyrazole (208 mg, 1.0 mmol), 2N aqueous Na2CO3 (0.5 mL, 1.0 mmol), and THF (3 mL). The reaction mixture was refluxed for 12 h. Aqueous work-up followed by flash column chromatography afforded 170 mg (88%) of the title product 23 as an off-white solid. 1H NMR (400 MHz, CDCl3): δ 7.73 (s, 1H), 7.56 (s, 1H), 7.37 (d, J=8.0 Hz... Starting materials: Cl.C(C1=CC=CC=C1)ON (benzyloxyamine hydrochloride), C([O-])([O-])=O.[Na+].[Na+] (sodium carbonate), C(CCCCCCCCCCC)Br (dodecylbromide). Run in CN(C=O)C (dimethylformamide). Reaction conditions: temperature 70 celsius. Product: C(CCCCCCCCCCC)NOCC1=CC=CC=C1 (N-Dodecyl-O-benzylhydroxylamine). Reaction SMILES: Cl.[CH2:2]([O:9][NH2:10])[C:3]1[CH:8]=[CH:7][CH:6]=[CH:5][CH:4]=1.C(=O)([O-])[O-].[Na+].[Na+].[CH2:17](Br)[CH2:18][CH2:19][CH2:20][CH2:21][CH2:22][CH2:23][CH2:24][CH2:25][CH2:26][CH2:27][CH3:28]>CN(C)C=O>[CH2:28]([NH:10][O:9][CH2:2][C:3]1[CH:8]=[CH:7][CH:6]=[CH:5][CH:4]=1)[CH2:27][CH2:26][CH2:25][CH2:24][CH2:23][CH2:22][CH2:21][CH2:20][CH2:19][CH2:18][CH3:17] |f:0.1,2.3.4|. Procedure: A mixture of 11.55 g of benzyloxyamine hydrochloride, 31.0 g of sodium carbonate and 34.8 ml of dodecylbromide in 100 ml of dimethylformamide is heated at 70° C. for 24 hours, and a further 24 hours at 80° C. The solvent is removed under reduced pressure and the residue is partitioned between water and methylene chloride. The organic layer is washed with water, brine, dried (MgSO4) and evaporated to give an oily residue. Liquid chromatography affords the title compound as a thick oil. Product: COC(=O)Cc1ccc2nccnc2c1. RXN SMILES: [CH3:1][Si:2]([CH:3]=[N+:4]=[N-:5])([CH3:6])[CH3:7].[CH3:22][OH:23].[c:24]1([CH3:25])[cH:26][cH:27][cH:28][cH:29][cH:30]1.[n:8]1[cH:9][cH:10][n:11][c:12]2[cH:13][c:14]([CH2:18][C:19](=[O:20])[OH:21])[cH:15][cH:16][c:17]12>>[CH3:1][O:20][C:19]([CH2:18][c:14]1[cH:13][c:12]2[n:11][cH:10][cH:9][n:8][c:17]2[cH:16][cH:15]1)=[O:21]. Starting materials: C[Si](C)(C)C=[N+]=[N-], CO, Cc1ccccc1, O=C(O)Cc1ccc2nccnc2c1. Reactants: [N+](=O)([O-])C=1C=NC(=NC1)N1CCC(CC1)C=1SC=C(N1)COC1=CC=C(C=C1)N1N=NN=C1 (5-Nitro-2-{4-[4-(4-tetrazol-1-yl-phenoxymethyl)-thiazol-2-yl]-piperidin-1-yl}-pyrimidine), [Cl-].[NH4+] (ammonium chloride). Reagents/catalysts: [Fe] (iron). Solvent: CCO.C1CCOC1.O (EtOH THF H2O). Run at temperature 100 celsius. Yields the product N1(N=NN=C1)C1=CC=C(OCC=2N=C(SC2)C2CCN(CC2)C2=NC=C(C=N2)N)C=C1 (2-{4-[4-(4-Tetrazol-1-yl-phenoxymethyl)-thiazol-2-yl]-piperidin-1-yl}-pyrimidin-5-ylamine). Reaction SMILES: [N+:1]([C:4]1[CH:5]=[N:6][C:7]([N:10]2[CH2:15][CH2:14][CH:13]([C:16]3[S:17][CH:18]=[C:19]([CH2:21][O:22][C:23]4[CH:28]=[CH:27][C:26]([N:29]5[CH:33]=[N:32][N:31]=[N:30]5)=[CH:25][CH:24]=4)[N:20]=3)[CH2:12][CH2:11]2)=[N:8][CH:9]=1)([O-])=O.[Cl-].[NH4+]>CCO.C1COCC1.O.[Fe]>[N:29]1([C:26]2[CH:27]=[CH:28][C:23]([O:22][CH2:21][C:19]3[N:20]=[C:16]([CH:13]4[CH2:12][CH2:11][N:10]([C:7]5[N:8]=[CH:9][C:4]([NH2:1])=[CH:5][N:6]=5)[CH2:15][CH2:14]4)[S:17][CH:18]=3)=[CH:24][CH:25]=2)[CH:33]=[N:32][N:31]=[N:30]1 |f:1.2,3.4.5|. Procedure details: 5-Nitro-2-{4-[4-(4-tetrazol-1-yl-phenoxymethyl)-thiazol-2-yl]-piperidin-1-yl}-pyrimidine (Example 192) (1.07 mmol), ammonium chloride (3 eq.) and iron powdcr (3 eq.) were suspended in EtOH:THF:H2O (40:20:10) and heated at 100° C. for 5 hours. The hot reaction mixture was filtered through a pad of celite and the filtrate was concentrated. The resulting oil was dissolved in DMF and water and extracted with ethylacetate. The organic layer was washed with water, brine and dried over sodium sulfate. ... Reactants: NC=1C=C(CC2=NNC(C3=CC=CC=C23)=O)C=CC1 (4-(3-aminobenzyl)-2H-phthalazin-1-one), CC=1C(OC(C1)=O)=O (3-methylfuran-2,5-dione), C(C)(=O)O (acetic acid). The solvent is O (water). Run at time 65 hour. Yields the product CC=1C(N(C(C1)=O)C1=CC(=CC=C1)CC1=NNC(C2=CC=CC=C12)=O)=O (3-methyl-1-[3-(4oxo-3,4-dihydrophthalazin-1-ylmethyl)phenyl]pyrrole-2,5-dione). RXN SMILES: [NH2:1][C:2]1[CH:3]=[C:4]([CH:17]=[CH:18][CH:19]=1)[CH2:5][C:6]1[C:15]2[C:10](=[CH:11][CH:12]=[CH:13][CH:14]=2)[C:9](=[O:16])[NH:8][N:7]=1.[CH3:20][C:21]1[C:22](=[O:27])[O:23][C:24](=O)[CH:25]=1.C(O)(=O)C>O>[CH3:20][C:21]1[C:22](=[O:27])[N:1]([C:2]2[CH:19]=[CH:18][CH:17]=[C:4]([CH2:5][C:6]3[C:15]4[C:10](=[CH:11][CH:12]=[CH:13][CH:14]=4)[C:9](=[O:16])[NH:8][N:7]=3)[CH:3]=2)[C:24](=[O:23])[CH:25]=1. Procedure: A stirred mixture of 4-(3-aminobenzyl)-2H-phthalazin-1-one (0.1 g, 0.4 mmol; prepared in a manner similar to that described in Example 1), 3-methylfuran-2,5-dione (0.045 g, 0.4 mmol) and acetic acid (4 ml) was heated under reflux for 8.25 hours and allowed to stand at ambient temperature for 65 hours, then it was diluted with water (10 ml). The resulting solid was collected by filtration, washed with water (10 ml) and dried in vacuo to give 3-methyl-1-[3-(4oxo-3,4-dihydrophthalazin-1-ylmethyl)ph... The reactants are CCOC(C)=O, CC#N, [Cl-], [Cl-], COc1ccc(-n2nc(N)cc2-c2ccc(SC)cc2)cc1Cl, Cl, [Li+], CCCCO[N+](=O)[O-]. The product is COc1ccc(-n2nc(Cl)cc2-c2ccc(SC)cc2)cc1Cl. As a reaction SMILES: [CH3:36][CH2:37][O:38][C:39](=[O:40])[CH3:41].[CH3:42][C:43]#[N:44].[Cl-:1].[Cl-:3].[Cl:12][c:13]1[cH:14][c:15](-[n:21]2[n:22][c:23]([NH2:34])[cH:24][c:25]2-[c:26]2[cH:27][cH:28][c:29]([S:32][CH3:33])[cH:30][cH:31]2)[cH:16][cH:17][c:18]1[O:19][CH3:20].[ClH:35].[Li+:2].[N+:4]([O-:5])([O:6][CH2:7][CH2:8][CH2:9][CH3:10])=[O:11]>>[Cl:1][c:23]1[n:22][n:21](-[c:15]2[cH:14][c:13]([Cl:12])[c:18]([O:19][CH3:20])[cH:17][cH:16]2)[c:25](-[c:26]2[cH:27][cH:28][c:29]([S:32][CH3:33])[cH:30][cH:31]2)[cH:24]1. Reactants: C(C)(C)(C)OC(=O)N1C[C@H](CC1)O ((S)-3-hydroxy-pyrrolidine-1-carboxylic acid tert-butyl ester), C1=CC(=CC=C1COC(=O)/N=N\C(=O)OCC2=CC=C(C=C2)Cl)Cl (di-(4-chlorobenzyl)azodicarboxylate), C1(=CC=CC=C1)P(C1=CC=CC=C1)C1=CC=CC=C1 (triphenylphosphine), BrC=1C=C(C=NC1)O (5-bromopyridin-3-ol). The product is C(C)(C)(C)OC(=O)N1C[C@@H](CC1)OC=1C=NC=C(C1)Br ((R)-3-(5-Bromo-pyridin-3-yloxy)-pyrrolidine-1-carboxylic acid tert-butyl ester). As a reaction SMILES: [Br:1][C:2]1[CH:3]=[C:4]([OH:8])[CH:5]=[N:6][CH:7]=1.[C:9]([O:13][C:14]([N:16]1[CH2:20][CH2:19][C@H:18](O)[CH2:17]1)=[O:15])([CH3:12])([CH3:11])[CH3:10].C1C(COC(/N=N\C(OCC2C=CC(Cl)=CC=2)=O)=O)=CC=C(Cl)C=1.C1(P(C2C=CC=CC=2)C2C=CC=CC=2)C=CC=CC=1>>[C:9]([O:13][C:14]([N:16]1[CH2:20][CH2:19][C@@H:18]([O:8][C:4]2[CH:5]=[N:6][CH:7]=[C:2]([Br:1])[CH:3]=2)[CH2:17]1)=[O:15])([CH3:12])([CH3:10])[CH3:11]. Reported procedure: In analogy to the procedure described for the preparation of intermediate A-7, 5-bromopyridin-3-ol was reacted with (S)-3-hydroxy-pyrrolidine-1-carboxylic acid tert-butyl ester in presence of di-(4-chlorobenzyl)azodicarboxylate and triphenylphosphine to give the title compound as a white solid. MS: 343.1 and 345.1 (M+H+).